The task is: describe an organic reaction: reactants, conditions, products, and yield. This data is from the Open Reaction Database (ORD), a public repository of structured organic reaction records. Starting materials: NC(=S)C(=S)N (dithiooxamide), C(C1=CC=CC=C1)NC(=S)C(=S)NCC1=CC=CC=C1 (N,N'-dibenzyldithiooxamide), CO (methanol), C(C1=CC=CC=C1)N (benzylamine), amine. The solvent is O (water). Reaction conditions: time 20 minute. Yields the product C(C1=CC=CC=C1)NC(=S)C(=S)N (N-benzyldithiooxamide). Reaction SMILES: NC(C(N)=S)=S.CO.C(N)C1C=CC=CC=1.C([NH:24][C:25]([C:27]([NH:29][CH2:30][C:31]1[CH:36]=[CH:35][CH:34]=[CH:33][CH:32]=1)=[S:28])=[S:26])C1C=CC=CC=1>O>[CH2:30]([NH:29][C:27]([C:25]([NH2:24])=[S:26])=[S:28])[C:31]1[CH:36]=[CH:35][CH:34]=[CH:33][CH:32]=1. Reported procedure: Into a 5 liter, 3-necked flask equipped with a mechanical stirrer, thermometer, and reflux condenser were placed 212 g (1.77 mol) of dithiooxamide (DTO), 2,200 g of methanol, and 224 g of deionized water. The reaction mixture was stirred and heated to reflux. At that point, 126 g (1.18 mol) of benzylamine, i.e., the reactive amine, was added. The progress of the reaction was monitored by thin layer chromatography (TLC) to detect the initial formation of N,N'-dibenzyldithiooxamide. After about 20... Reactants: C(C)(C)(C)C1=CC=C(C=C1)Br (4-tert-butylbromobenzene), N1CCOCC1 (morpholine), CC(C)([O-])C.[Na+] (sodium tert-butoxide). Product: C(C)(C)(C)C1=CC=C(C=C1)N1CCOCC1 (N-(4-tert-butylphenyl)morpholine). Isolated yield 80.1%. As a reaction SMILES: [C:1]([C:5]1[CH:10]=[CH:9][C:8](Br)=[CH:7][CH:6]=1)([CH3:4])([CH3:3])[CH3:2].[NH:12]1[CH2:17][CH2:16][O:15][CH2:14][CH2:13]1.CC(C)([O-])C.[Na+]>>[C:1]([C:5]1[CH:10]=[CH:9][C:8]([N:12]2[CH2:17][CH2:16][O:15][CH2:14][CH2:13]2)=[CH:7][CH:6]=1)([CH3:4])([CH3:3])[CH3:2] |f:2.3|. Reported procedure: According to the general procedure B, 4-tert-butylbromobenzene (94 mg, 0.44 mmol) reacted with morpholine (36 mg, 0.41 mmol) using 1 mol % of catalyst and sodium tert-butoxide (42 mg, 0.44 mmol) at 100° C. for 21 h to give the title compound (72 mg, 82%) as a white solid: 1H-NMR (300 MHz, CDCl3): δ 7.35 (d, 2H, J=8.7 Hz), 6.91 (d, 2H, J=8.7 Hz), 3.89 (t, 4H, J=4.5 and 4.8 Hz), 3.17 (t, 4H, J=4.5 and 4.8 Hz), 1.34 (s, 9H). 13C{1H}-NMR (100 MHz, CDCl3): δ 148.89, 142.76, 125.95, 115.38, 66.99, 49.... Reactants: OC=1C(=NC=CC1OC)C(=O)NC1=CC(=CC=C1)OCC1=CC=CC=C1 (3-Hydroxy-4-methoxy-3′-benzyloxypicolinanilide), C(C)(=O)OC(C)=O (acetic anhydride). Conditions: time 3 hour. Yields the product C(C)(=O)OC=1C(=NC=CC1OC)C(=O)NC1=CC(=CC=C1)OCC1=CC=CC=C1 (3-Acetyloxy-4-methoxy-3′-benzyloxypicolinanilide). The yield is 67.0%. As a reaction SMILES: [OH:1][C:2]1[C:3]([C:10]([NH:12][C:13]2[CH:18]=[CH:17][CH:16]=[C:15]([O:19][CH2:20][C:21]3[CH:26]=[CH:25][CH:24]=[CH:23][CH:22]=3)[CH:14]=2)=[O:11])=[N:4][CH:5]=[CH:6][C:7]=1[O:8][CH3:9].[C:27](OC(=O)C)(=[O:29])[CH3:28]>>[C:27]([O:1][C:2]1[C:3]([C:10]([NH:12][C:13]2[CH:18]=[CH:17][CH:16]=[C:15]([O:19][CH2:20][C:21]3[CH:26]=[CH:25][CH:24]=[CH:23][CH:22]=3)[CH:14]=2)=[O:11])=[N:4][CH:5]=[CH:6][C:7]=1[O:8][CH3:9])(=[O:29])[CH3:28]. Procedure: 3-Hydroxy-4-methoxy-3′-benzyloxypicolinanilide (20 mg) was dissolved in 1 ml of acetic anhydride, and a reaction was allowed to proceed at 80° C. for 3 hr. The reaction solution was concentrated under the reduced pressure. The concentrate was extracted with chloroform, followed by washing with a saturated sodium hydrogencarbonate solution and then with saturated brine. The washed extract was then dried over anhydrous sodium sulfate, and was then concentrated under the reduced pressure. The resid...